The task is: describe an organic reaction: reactants, conditions, products, and yield. This data is from the Open Reaction Database (ORD), a public repository of structured organic reaction records. Starting materials: C(C)(C)(C)O[C@H](C(=O)OC)C1=C2N3CCC(OCC=CC[C@@H](OC=4C=CC(=CC4C4=CC=CC(C5=CN2C(C=C1C)=N5)=C4)F)C)(CC3)C (methyl(2S)-2-(tert-butoxy)-2-[(22S)-17-fluoro-4,22,28-trimethyl-21,27-dioxa-1,7,34-triazahexacyclo[26.2.2.16,9.110,14.02,7.015,20]tetratriaconta-2,4,6(34),8,10(33),11,13,15(20),16,18,24-undecaen-3-yl]acetate), C(C)(C)(C)O[C@H](C(=O)O)C1=C2N3CCC(OCCCC[C@@H](OC=4C=CC(=CC4C4=CC=CC(C5=CN2C(C=C1C)=N5)=C4)C)C)(CC3)C ((2S)-2-(tert-butoxy)-2-[(22S)-4,17,22,28-tetramethyl-21,27-dioxa-1,7,34-triazahexacyclo[26.2.2.16,9.110,14.02,7.015,20]tetratriaconta-2,4,6(34),8,10(33),11,13,15(20),16,18-decaen-3-yl]acetic acid). Procedure: Prepared in 37% from methyl(2S)-2-(tert-butoxy)-2-[(22S)-17-fluoro-4,22,28-trimethyl-21,27-dioxa-1,7,34-triazahexacyclo[26.2.2.16,9.110,14.02,7.015,20]tetratriaconta-2,4,6(34),8,10(33),11,13,15(20),16,18,24-undecaen-3-yl]acetate following the same procedure as (2S)-2-(tert-butoxy)-2-[(22S)-4,17,22,28-tetramethyl-21,27-dioxa-1,7,34-triazahexacyclo[26.2.2.16,9.110,14.02,7.015,20]tetratriaconta-2,4,6(34),8,10(33),11,13,15(20),16,18-decaen-3-yl]acetic acid. 1H NMR (500 MHz, DMSO-d6) δ 8.14 (s, 1H), ... Reaction SMILES: [C:1]([O:5][C@@H:6]([C:11]1[C:40]([CH3:41])=[CH:39][C:38]2=[N:42][C:35]3=[CH:36][N:37]2[C:12]=1[N:13]1[CH2:47][CH2:46][C:16]([CH3:48])([O:17][CH2:18][CH:19]=[CH:20][CH2:21][C@H:22]([CH3:45])[O:23][C:24]2[CH:25]=[CH:26][C:27]([F:44])=[CH:28][C:29]=2[C:30]2[CH:43]=[C:34]3[CH:33]=[CH:32][CH:31]=2)[CH2:15][CH2:14]1)[C:7]([O:9]C)=[O:8])([CH3:4])([CH3:3])[CH3:2].C(O[C@@H](C1C(C)=CC2=NC3=CN2C=1N1CCC(C)(OCCCC[C@H](C)OC2C=CC(C)=CC=2C2C=C3C=CC=2)CC1)C(O)=O)(C)(C)C>>[C:1]([O:5][C@@H:6]([C:11]1[C:40]([CH3:41])=[CH:39][C:38]2=[N:42][C:35]3=[CH:36][N:37]2[C:12]=1[N:13]1[CH2:14][CH2:15][C:16]([CH3:48])([O:17][CH2:18][CH2:19][CH2:20][CH2:21][C@H:22]([CH3:45])[O:23][C:24]2[CH:25]=[CH:26][C:27]([F:44])=[CH:28][C:29]=2[C:30]2[CH:43]=[C:34]3[CH:33]=[CH:32][CH:31]=2)[CH2:46][CH2:47]1)[C:7]([OH:9])=[O:8])([CH3:4])([CH3:2])[CH3:3]. The product is C(C)(C)(C)O[C@H](C(=O)O)C1=C2N3CCC(OCCCC[C@@H](OC=4C=CC(=CC4C4=CC=CC(C5=CN2C(C=C1C)=N5)=C4)F)C)(CC3)C ((2S)-2-(tert-Butoxy)-2-[(22S)-17-fluoro-4,22,28-trimethyl-21,27-dioxa-1,7,34-triazahexacyclo[26.2.2.16,9.110,14.02,7.015,20]tetratriaconta-2,4,6(34),8,10(33),11,13,15(20),16,18-decaen-3-yl]acetic acid). The reactants are COc1cc(OC)cc(C(O)c2ccc3c(c2)nc(C)n3C)c1, ClCCl, O=[Mn]=O. Yields the product COc1cc(OC)cc(C(=O)c2ccc3c(c2)nc(C)n3C)c1. RXN SMILES: [CH3:1][O:2][c:3]1[cH:4][c:5]([CH:11]([OH:12])[c:13]2[cH:14][c:15]3[c:16]([n:17]([CH3:21])[c:18]([CH3:20])[n:19]3)[cH:22][cH:23]2)[cH:6][c:7]([O:9][CH3:10])[cH:8]1.[Cl:24][CH2:25][Cl:26].[O:27]=[Mn:28]=[O:29]>>[CH3:1][O:2][c:3]1[cH:4][c:5]([C:11](=[O:12])[c:13]2[cH:14][c:15]3[c:16]([n:17]([CH3:21])[c:18]([CH3:20])[n:19]3)[cH:22][cH:23]2)[cH:6][c:7]([O:9][CH3:10])[cH:8]1.